This data is from the Open Reaction Database (ORD), a public repository of structured organic reaction records. The task is: describe an organic reaction: reactants, conditions, products, and yield The reactants are CC1=C(N2[C@@H]([C@@H](C2=O)NC(=O)[C@@H](C=3C=CC(=CC3)O)N)SC1)C(=O)O.CN1C(CCC1)=O (Cefadroxil 1-methyl-2-pyrrolidone), C(C)(C)O (isopropyl alcohol). The solvent is O (water). Conditions: temperature 10 celsius. The product is CC1=C(N2[C@@H]([C@@H](C2=O)NC(=O)[C@@H](C3=CC=C(C=C3)O)N)SC1)C(=O)O.CC1=C(N2[C@@H]([C@@H](C2=O)NC(=O)[C@@H](C3=CC=C(C=C3)O)N)SC1)C(=O)O.O (cefadroxil hemihydrate). Isolated yield 79.1%. Reaction SMILES: [CH3:1][C:2]1[CH2:22][S:21][C@@H:5]2[C@H:6]([NH:9][C:10]([C@H:12]([NH2:20])[C:13]3[CH:14]=[CH:15][C:16]([OH:19])=[CH:17][CH:18]=3)=[O:11])[C:7](=[O:8])[N:4]2[C:3]=1[C:23]([OH:25])=[O:24].CN1CCCC1=[O:32].C(O)(C)C>O>[CH3:1][C:2]1[CH2:22][S:21][C@@H:5]2[C@H:6]([NH:9][C:10]([C@H:12]([NH2:20])[C:13]3[CH:18]=[CH:17][C:16]([OH:19])=[CH:15][CH:14]=3)=[O:11])[C:7](=[O:8])[N:4]2[C:3]=1[C:23]([OH:25])=[O:24].[CH3:1][C:2]1[CH2:22][S:21][C@@H:5]2[C@H:6]([NH:9][C:10]([C@H:12]([NH2:20])[C:13]3[CH:18]=[CH:17][C:16]([OH:19])=[CH:15][CH:14]=3)=[O:11])[C:7](=[O:8])[N:4]2[C:3]=1[C:23]([OH:25])=[O:24].[OH2:32] |f:0.1,4.5.6|. Reported procedure: Cefadroxil 1-methyl-2-pyrrolidone solvate (30 g) was slurried in a mixture of metahnol (80 ml), isopropyl alcohol (60 ml) and water (10 ml) at 50° C. for 90'. After cooling to 10° C. the mixture was filtered, the product washed with acetone and dried at 40° C. to yield 19.1 g of crystalline cefadroxil hemihydrate. The reactants are CNc1nc(-c2cccc(NC(=O)c3ccc(C(=O)O)c(C)c3)c2)c2cc(OC)c(OC)cc2n1, CO, Cl, [Na+], C1CCOC1, [OH-]. Product: Cl, CNc1nc(-c2cccc(NC(=O)c3ccc(C(=O)O)cc3)c2)c2cc(OC)c(OC)cc2n1. As a reaction SMILES: [CH3:1][c:2]1[c:3]([C:4](=[O:5])[OH:6])[cH:7][cH:8][c:9]([C:11](=[O:12])[NH:13][c:14]2[cH:15][c:16](-[c:20]3[n:21][c:22]([NH:34][CH3:35])[n:23][c:24]4[cH:25][c:26]([O:32][CH3:33])[c:27]([O:30][CH3:31])[cH:28][c:29]34)[cH:17][cH:18][cH:19]2)[cH:10]1.[CH3:44][OH:45].[ClH:43].[Na+:42].[O:36]1[CH2:37][CH2:38][CH2:39][CH2:40]1.[OH-:41]>>[ClH:43].[cH:2]1[c:3]([C:4](=[O:5])[OH:6])[cH:7][cH:8][c:9]([C:11](=[O:12])[NH:13][c:14]2[cH:15][c:16](-[c:20]3[n:21][c:22]([NH:34][CH3:35])[n:23][c:24]4[cH:25][c:26]([O:32][CH3:33])[c:27]([O:30][CH3:31])[cH:28][c:29]34)[cH:17][cH:18][cH:19]2)[cH:10]1. RXN SMILES: [CH3:28][c:29]1[cH:30][c:31]2[c:36]([cH:37][cH:38]1)[NH:35][CH2:34][CH2:33][CH2:32]2.[Cl:1][c:2]1[cH:3][c:4]([O:5][c:6]2[c:7]([C:8](=[O:9])[OH:10])[cH:11][cH:12][cH:13][n:14]2)[cH:15][cH:16][cH:17]1.[NH:18]1[c:19]2[c:20]([cH:21][cH:22][cH:23][cH:24]2)[CH2:25][CH2:26][CH2:27]1>>[Cl:1][c:2]1[cH:3][c:4]([O:5][c:6]2[c:7]([C:8](=[O:10])[N:35]3[CH2:34][CH2:33][CH2:32][c:31]4[cH:30][c:29]([CH3:28])[cH:38][cH:37][c:36]43)[cH:11][cH:12][cH:13][n:14]2)[cH:15][cH:16][cH:17]1. Starting materials: Cc1ccc2c(c1)CCCN2, O=C(O)c1cccnc1Oc1cccc(Cl)c1, c1ccc2c(c1)CCCN2. Product: Cc1ccc2c(c1)CCCN2C(=O)c1cccnc1Oc1cccc(Cl)c1. The reactants are CC1(OCCO1)C=1N=C(SC1)CN1N=CC(=N1)N (2-[4-(2-methyl-[1,3]dioxolan-2-yl)-thiazol-2-ylmethyl]-2H-[1,2,3]triazol-4-ylamine), CC=1OC(=C(N1)C(=O)O)C1=CC(=CC=C1)C(F)(F)F (2-methyl-5-(3-trifluoromethyl-phenyl)-oxazole-4-carboxylic acid). Yields the product C(C)(=O)C=1N=C(SC1)CN1N=CC(=N1)NC(=O)C=1N=C(OC1C1=CC(=CC=C1)C(F)(F)F)C (2-Methyl-5-(3-trifluoromethyl-phenyl)-oxazole-4-carboxylic acid [2-(4-acetyl-thiazol-2-ylmethyl)-2H-[1,2,3]triazol-4-yl]-amide). RXN SMILES: [CH3:1][C:2]1([C:7]2[N:8]=[C:9]([CH2:12][N:13]3[N:17]=[C:16]([NH2:18])[CH:15]=[N:14]3)[S:10][CH:11]=2)[O:6]CCO1.[CH3:19][C:20]1[O:21][C:22]([C:28]2[CH:33]=[CH:32][CH:31]=[C:30]([C:34]([F:37])([F:36])[F:35])[CH:29]=2)=[C:23]([C:25](O)=[O:26])[N:24]=1>>[C:2]([C:7]1[N:8]=[C:9]([CH2:12][N:13]2[N:17]=[C:16]([NH:18][C:25]([C:23]3[N:24]=[C:20]([CH3:19])[O:21][C:22]=3[C:28]3[CH:33]=[CH:32][CH:31]=[C:30]([C:34]([F:37])([F:35])[F:36])[CH:29]=3)=[O:26])[CH:15]=[N:14]2)[S:10][CH:11]=1)(=[O:6])[CH3:1]. Reported procedure: Following general procedure A followed by B, starting from 2-[4-(2-methyl-[1,3]dioxolan-2-yl)-thiazol-2-ylmethyl]-2H-[1,2,3]triazol-4-ylamine and 2-methyl-5-(3-trifluoromethyl-phenyl)-oxazole-4-carboxylic acid.